From a dataset of the Open Reaction Database (ORD), a public repository of structured organic reaction records. describe an organic reaction: reactants, conditions, products, and yield The reactants are CC(C)C[AlH]CC(C)C, Cc1ccccc1, CO, [Cl-], N#Cc1ccc(N2CCOCC2)cc1F, [NH4+], C1CCOC1. The product is O=Cc1ccc(N2CCOCC2)cc1F. Reaction SMILES: [CH3:16][CH:17]([CH2:18][AlH:19][CH2:20][CH:21]([CH3:22])[CH3:23])[CH3:24].[CH3:25][c:26]1[cH:27][cH:28][cH:29][cH:30][cH:31]1.[CH3:39][OH:40].[Cl-:32].[F:1][c:2]1[c:3]([C:4]#[N:5])[cH:6][cH:7][c:8]([N:10]2[CH2:11][CH2:12][O:13][CH2:14][CH2:15]2)[cH:9]1.[NH4+:33].[O:34]1[CH2:35][CH2:36][CH2:37][CH2:38]1>>[F:1][c:2]1[c:3]([CH:4]=[O:34])[cH:6][cH:7][c:8]([N:10]2[CH2:11][CH2:12][O:13][CH2:14][CH2:15]2)[cH:9]1. The reactants are C(C)(=O)OCC.CCCCCC (ethyl acetate hexane), C[C@@H]1CC[C@H]2C[C@@H](/C(=C/C=C/C=C/[C@H](C[C@H](C(=O)[C@@H]([C@@H](/C(=C/[C@H](C(=O)C[C@H](OC(=O)[C@@H]3CCCCN3C(=O)C(=O)[C@@]1(O2)O)[C@H](C)C[C@@H]4CC[C@H]([C@@H](C4)OC)O)C)/C)O)OC)C)C)/C)OC (rapamycin). Reagents/catalysts: [Rh]Cl.C1(=CC=CC=C1)P(C1=CC=CC=C1)C1=CC=CC=C1.C1(=CC=CC=C1)P(C1=CC=CC=C1)C1=CC=CC=C1.C1(=CC=CC=C1)P(C1=CC=CC=C1)C1=CC=CC=C1 (tris(triphenylphosphine) rhodium (I) chloride). Solvent: C1=CC=CC=C1 (benzene). The product is C[C@@H]1CCCCC=C([C@H](C[C@@H]2CC[C@H]([C@@](O2)(C(=O)C(=O)N3CCCC[C@H]3C(=O)O[C@@H](CC(=O)[C@@H](/C=C(\[C@H]([C@H](C(=O)[C@@H](C1)C)OC)O)/C)C)[C@H](C)C[C@@H]4CC[C@H]([C@@H](C4)OC)O)O)C)OC)C (1,2,3,4-tetrahydrorapamycin). The yield is 9.9%. As a reaction SMILES: [CH3:1][C@H:2]1[C@@:41]2([OH:43])[O:42][C@H:5]([CH2:6][C@H:7]([O:64][CH3:65])[C:8]([CH3:63])=[CH:9][CH:10]=[CH:11][CH:12]=[CH:13][C@@H:14]([CH3:62])[CH2:15][C@@H:16]([CH3:61])[C:17]([C@H:19]([O:59][CH3:60])[C@H:20]([OH:58])[C:21]([CH3:57])=[CH:22][C@@H:23]([CH3:56])[C:24]([CH2:26][C@@H:27]([C@@H:44]([CH2:46][C@H:47]3[CH2:52][C@@H:51]([O:53][CH3:54])[C@H:50]([OH:55])[CH2:49][CH2:48]3)[CH3:45])[O:28][C:29]([C@H:31]3[N:36]([C:37]([C:39]2=[O:40])=[O:38])[CH2:35][CH2:34][CH2:33][CH2:32]3)=[O:30])=[O:25])=[O:18])[CH2:4][CH2:3]1.C(OCC)(=O)C.CCCCCC>C1C=CC=CC=1.[Rh]Cl.C1(P(C2C=CC=CC=2)C2C=CC=CC=2)C=CC=CC=1.C1(P(C2C=CC=CC=2)C2C=CC=CC=2)C=CC=CC=1.C1(P(C2C=CC=CC=2)C2C=CC=CC=2)C=CC=CC=1>[CH3:62][C@H:14]1[CH2:15][C@@H:16]([CH3:61])[C:17](=[O:18])[C@H:19]([O:59][CH3:60])[C@H:20]([OH:58])[C:21]([CH3:57])=[CH:22][C@@H:23]([CH3:56])[C:24](=[O:25])[CH2:26][C@@H:27]([C@@H:44]([CH2:46][C@H:47]2[CH2:52][C@@H:51]([O:53][CH3:54])[C@H:50]([OH:55])[CH2:49][CH2:48]2)[CH3:45])[O:28][C:29](=[O:30])[C@H:31]2[N:36]([CH2:35][CH2:34][CH2:33][CH2:32]2)[C:37](=[O:38])[C:39](=[O:40])[C@:41]2([OH:43])[O:42][C@@H:5]([CH2:4][CH2:3][C@H:2]2[CH3:1])[CH2:6][C@H:7]([O:64][CH3:65])[C:8]([CH3:63])=[CH:9][CH2:10][CH2:11][CH2:12][CH2:13]1 |f:1.2,4.5.6.7|. Procedure details: A solution of 1 g (1.1 mmol) of rapamycin and 325 mg (351 μmol) of tris(triphenylphosphine) rhodium (I) chloride in 82 mL of benzene was hydrogenated at 50 psi for 4 days. The reaction was concentrated in vacuo affording a red foam. HPLC chromatography on a 2 inch HPLC column with 80% ethyl acetate/hexane as the eluant afforded 100 mg (10%) of 1,2,3,4-tetrahydrorapamycin as a white foam. Reactants: CN(C=O)C (N,N-dimethylformamide), ClC1=CC(=C(C2=C1C(=C(O2)C(C)Cl)C(=O)OCC)N2C(N(C(=CC2=O)C(F)(F)F)C)=O)F (3-[4-chloro-2-(1-chloroethyl)-3-ethoxycarbonyl-6-fluorobenzofuran-7-yl]-1-methyl-6-trifluoromethyluracil), [C-]#N.[K+] (potassium cyanide), C([O-])([O-])=O.[K+].[K+] (potassium carbonate). The solvent is O (water). Reaction conditions: time 3 hour. Product: ClC1=CC(=C(C2=C1C(=C(O2)C(C)C#N)C(=O)OCC)N2C(N(C(=CC2=O)C(F)(F)F)C)=O)F (3-[4-chloro-2-(1-cyanoethyl)-3-ethoxycarbonyl-6-fluorobenzofuran-7-yl)-1-methyl-6-trifluoromethyluracil). Isolated yield 74.3%. As a reaction SMILES: CN(C)C=O.[Cl:6][C:7]1[C:12]2[C:13]([C:19]([O:21][CH2:22][CH3:23])=[O:20])=[C:14]([CH:16](Cl)[CH3:17])[O:15][C:11]=2[C:10]([N:24]2[C:29](=[O:30])[CH:28]=[C:27]([C:31]([F:34])([F:33])[F:32])[N:26]([CH3:35])[C:25]2=[O:36])=[C:9]([F:37])[CH:8]=1.[C-:38]#[N:39].[K+].C(=O)([O-])[O-].[K+].[K+]>O>[Cl:6][C:7]1[C:12]2[C:13]([C:19]([O:21][CH2:22][CH3:23])=[O:20])=[C:14]([CH:16]([C:38]#[N:39])[CH3:17])[O:15][C:11]=2[C:10]([N:24]2[C:29](=[O:30])[CH:28]=[C:27]([C:31]([F:33])([F:32])[F:34])[N:26]([CH3:35])[C:25]2=[O:36])=[C:9]([F:37])[CH:8]=1 |f:2.3,4.5.6|. Reported procedure: 20 ml of N,N-dimethylformamide was added to 0.8 g (1.6 mmol) of 3-[4-chloro-2-(1-chloroethyl)-3-ethoxycarbonyl-6-fluorobenzofuran-7-yl]-1-methyl-6-trifluoromethyluracil, 0.16 g (2.5 mmol) of potassium cyanide and 0.40 g (2.9 mmol) of potassium carbonate, followed by stirring at room temperature for 3 hours. After completion of the reaction, the reaction solution was poured into water and extracted with ethyl acetate. The organic layer was washed sequentially with water and a saturated sodium chl... Starting materials: CC(=O)O, COc1ccc([N+](=O)[O-])cc1N, O. Product: COc1ccc([N+](=O)[O-])cc1NC(C)=O. RXN SMILES: [CH3:13][C:14]([OH:15])=[O:16].[CH3:1][O:2][c:3]1[cH:4][cH:5][c:6]([N+:10]([O-:11])=[O:12])[cH:7][c:8]1[NH2:9].[OH2:17]>>[CH3:1][O:2][c:3]1[cH:4][cH:5][c:6]([N+:10]([O-:11])=[O:12])[cH:7][c:8]1[NH:9][C:14]([CH3:13])=[O:15]. The reactants are C(O)([O-])=O.[Na+] (sodium hydrogen carbonate), C(CCCCCCC)[C@@H](CO)[C@@H](C)O ((2S,3R)-2-octyl-1,3-butanediol), OC1=CC=C(C=O)C=C1 (p-hydroxybenzaldehyde), S(O)(O)(=O)=O (sulfuric acid), C(O)([O-])=O.[Na+] (sodium hydrogen carbonate). The solvent is O (water), C(C)OCC (diethyl ether), C1(=CC=CC=C1)C (toluene), C(C)OCC (diethyl ether). Yields the product C(CCCCCCC)[C@@H]1[C@H](O[C@H](OC1)C1=CC=C(C=C1)O)C (4-[(2S,4R,5S)-5-octyl-4-methyl-1,3-dioxan-2-yl]phenol). Isolated yield 84.7%. RXN SMILES: [CH2:1]([C@H:9]([C@H:12]([OH:14])[CH3:13])[CH2:10][OH:11])[CH2:2][CH2:3][CH2:4][CH2:5][CH2:6][CH2:7][CH3:8].[OH:15][C:16]1[CH:23]=[CH:22][C:19]([CH:20]=O)=[CH:18][CH:17]=1.S(=O)(=O)(O)O.C(=O)([O-])O.[Na+]>C(OCC)C.O.C1(C)C=CC=CC=1>[CH2:1]([C@H:9]1[CH2:10][O:11][C@H:20]([C:19]2[CH:22]=[CH:23][C:16]([OH:15])=[CH:17][CH:18]=2)[O:14][C@@H:12]1[CH3:13])[CH2:2][CH2:3][CH2:4][CH2:5][CH2:6][CH2:7][CH3:8] |f:3.4|. Reported procedure: A mixture of 320 mg of (2S,3R)-2-octyl-1,3-butanediol, 193 mg of p-hydroxybenzaldehyde, 0.1 ml of 1N sulfuric acid and 20 ml of toluene was placed under nitrogen in a round flask having a magnetic stirrer, water separator and condenser. The mixture was heated to reflux for 3 hours while separating water. The cooled reaction mixture was poured into aqueous sodium hydrogen carbonate solution and treated with diethyl ether. The aqueous phase was separated and extracted three times with diethyl ethe... Reactants: CCOC(=O)CCCCCCCC=Cc1ccccc1F, [Li+], C1CCOC1, [OH-]. Yields the product O=C(O)CCCCCCCC=Cc1ccccc1F. As a reaction SMILES: [CH2:1]([CH3:2])[O:3][C:4]([CH2:5][CH2:6][CH2:7][CH2:8][CH2:9][CH2:10][CH2:11][CH:12]=[CH:13][c:14]1[c:15]([F:20])[cH:16][cH:17][cH:18][cH:19]1)=[O:21].[Li+:22].[O:24]1[CH2:25][CH2:26][CH2:27][CH2:28]1.[OH-:23]>>[O:3]=[C:4]([CH2:5][CH2:6][CH2:7][CH2:8][CH2:9][CH2:10][CH2:11][CH:12]=[CH:13][c:14]1[c:15]([F:20])[cH:16][cH:17][cH:18][cH:19]1)[OH:21]. The reactants are BrBr (bromine), ClC1=CC=C(C=C1)C1(CCC1)C(C)=O (1-[1-(4-chlorophenyl)cyclobutyl]ethanone), CO (methanol). The solvent is C(Cl)(Cl)Cl (chloroform), C(Cl)(Cl)Cl (chloroform), ice. Conditions: time 3 hour. Yields the product BrCC(=O)C1(CCC1)C1=CC=C(C=C1)Cl (2-bromo-1-[1-(4-chlorophenyl)cyclobutyl]ethanone). Reaction SMILES: [Br:1]Br.[Cl:3][C:4]1[CH:9]=[CH:8][C:7]([C:10]2([C:14](=[O:16])[CH3:15])[CH2:13][CH2:12][CH2:11]2)=[CH:6][CH:5]=1.CO>C(Cl)(Cl)Cl>[Br:1][CH2:15][C:14]([C:10]1([C:7]2[CH:6]=[CH:5][C:4]([Cl:3])=[CH:9][CH:8]=2)[CH2:13][CH2:12][CH2:11]1)=[O:16]. Reported procedure: A solution of bromine (35 ml) in chloroform (150 ml) was added dropwise over 3 hours to a stirred mixture of 1-[1-(4-chlorophenyl)cyclobutyl]ethanone (150 g), chloroform (50 ml) and methanol (235 ml). When the addition was complete, the mixture was stirred at ambient temperature for a further 3 hours, then it was diluted with ice-cold water (750 ml). The product was extracted into dichloromethane (3×200 ml), and the combined extracts were washed with saturated aqueous sodium hydrogen carbonate s... The reactants are Cc1oc(-c2ccco2)nc1COc1ccc(CCl)cc1Br, O=C([O-])[O-], CCOC(=O)c1cn(Cc2ccccc2)nc1O, CN(C)C=O, [K+], [K+], O. The product is CCOC(=O)c1cn(Cc2ccccc2)nc1OCc1ccc(OCc2nc(-c3ccco3)oc2C)c(Br)c1. As a reaction SMILES: [Br:1][c:2]1[c:3]([O:4][CH2:5][c:6]2[n:7][c:8](-[c:12]3[o:13][cH:14][cH:15][cH:16]3)[o:9][c:10]2[CH3:11])[cH:17][cH:18][c:19]([CH2:21][Cl:22])[cH:20]1.[C:41](=[O:42])([O-:43])[O-:44].[CH2:23]([c:24]1[cH:25][cH:26][cH:27][cH:28][cH:29]1)[n:30]1[n:31][c:32]([OH:40])[c:33]([C:35](=[O:36])[O:37][CH2:38][CH3:39])[cH:34]1.[CH3:47][N:48]([CH3:49])[CH:50]=[O:51].[K+:45].[K+:46].[OH2:52]>>[Br:1][c:2]1[c:3]([O:4][CH2:5][c:6]2[n:7][c:8](-[c:12]3[o:13][cH:14][cH:15][cH:16]3)[o:9][c:10]2[CH3:11])[cH:17][cH:18][c:19]([CH2:21][O:40][c:32]2[n:31][n:30]([CH2:23][c:24]3[cH:25][cH:26][cH:27][cH:28][cH:29]3)[cH:34][c:33]2[C:35](=[O:36])[O:37][CH2:38][CH3:39])[cH:20]1. Reactants: CC(=O)OC1C(C)OC(n2c(Br)nc3cc(C(F)(F)F)ccc32)C1OC(C)=O, CCOC(C)=O, CCCCCC, CC(=O)OC1C(C)OC(n2cnc3ccc(C(F)(F)F)cc32)C1OC(C)=O. Yields the product CC(=O)OC1C(C)OC(n2c(Br)nc3ccc(C(F)(F)F)cc32)C1OC(C)=O. As a reaction SMILES: [Br:28][c:29]1[n:30]([CH:31]2[O:32][CH:33]([CH3:34])[CH:35]([O:36][C:37](=[O:38])[CH3:39])[CH:40]2[O:41][C:42](=[O:43])[CH3:44])[c:45]2[cH:46][cH:47][c:48]([C:49]([F:50])([F:51])[F:52])[cH:53][c:54]2[n:55]1.[CH3:56][CH2:57][O:58][C:59]([CH3:60])=[O:61].[CH3:62][CH2:63][CH2:64][CH2:65][CH2:66][CH3:67].[F:1][C:2]([c:3]1[cH:4][cH:5][c:6]2[c:7]([n:8]([CH:11]3[CH:12]([O:13][C:14]([CH3:15])=[O:16])[CH:17]([O:18][C:19]([CH3:20])=[O:21])[CH:22]([CH3:24])[O:23]3)[cH:9][n:10]2)[cH:25]1)([F:26])[F:27]>>[F:1][C:2]([c:3]1[cH:4][cH:5][c:6]2[c:7]([n:8]([CH:11]3[CH:12]([O:13][C:14]([CH3:15])=[O:16])[CH:17]([O:18][C:19]([CH3:20])=[O:21])[CH:22]([CH3:24])[O:23]3)[c:9]([Br:28])[n:10]2)[cH:25]1)([F:26])[F:27]. Reaction conditions: time 30 minute. Run in O1CCCC1 (tetrahydrofuran), CCCCCC (hexane), O1CCCC1 (tetrahydrofuran), O1CCCC1 (tetrahydrofuran). The product is ClC1=NC(=CC=C1I)C(F)(F)F (2-chloro-3-iodo-6-trifluoromethylpyridine). The reactants are C(CCC)[Li] (n-butyl lithium), 2,2,6,6-tetramethylpyrrolidine, S(=O)([O-])[O-].[Na+].[Na+] (sodium sulfite), II (iodine), ClC1=NC(=CC=C1)C(F)(F)F (2-chloro-6-trifluoromethylpyridine). As a reaction SMILES: C([Li])CCC.[Cl:6][C:7]1[CH:12]=[CH:11][CH:10]=[C:9]([C:13]([F:16])([F:15])[F:14])[N:8]=1.[I:17]I.S([O-])([O-])=O.[Na+].[Na+]>O1CCCC1.CCCCCC>[Cl:6][C:7]1[C:12]([I:17])=[CH:11][CH:10]=[C:9]([C:13]([F:14])([F:15])[F:16])[N:8]=1 |f:3.4.5|. The yield is 44.3%. Reported procedure: A hexane solution of n-butyl lithium (3.8 mL) was added to a tetrahydrofuran (10 mL) solution of 2,2,6,6-tetramethylpyrrolidine (0.93 mL) at −78° C. The reaction mixture was stirred at the same temperature for 30 minutes. A tetrahydrofuran (5 mL) solution of 2-chloro-6-trifluoromethylpyridine (1.0 g) was added dropwise to the reaction mixture, and the solution was further stirred at −78° C. for 30 minutes. A tetrahydrofuran (5 mL) solution of iodine (1.54 g) was added to the solution, and the te...